Dataset: the Open Reaction Database (ORD), a public repository of structured organic reaction records. Task: describe an organic reaction: reactants, conditions, products, and yield Starting materials: C[Si](C)(C)[N-][Si](C)(C)C.[K+] (KHMDS), COCCO (2-methoxy ethanol), NC1=NC=C(C#N)C(=C1)F (6-amino-4-fluoronicotinonitrile), NC1=NC=C(C#N)C(=C1)F (6-amino-4-fluoronicotinonitrile). The solvent is C1CCOC1 (THF), C1CCOC1 (THF). Run at time 16 hour. Product: NC1=NC=C(C#N)C(=C1)OCCOC (6-amino-4-(2-methoxyethoxy)nicotinonitrile). Reaction SMILES: C[Si]([N-][Si](C)(C)C)(C)C.[K+].[CH3:11][O:12][CH2:13][CH2:14][OH:15].[NH2:16][C:17]1[CH:24]=[C:23](F)[C:20]([C:21]#[N:22])=[CH:19][N:18]=1>C1COCC1>[NH2:16][C:17]1[CH:24]=[C:23]([O:15][CH2:14][CH2:13][O:12][CH3:11])[C:20]([C:21]#[N:22])=[CH:19][N:18]=1 |f:0.1|. Procedure: A solution of KHMDS in THF (1 M, 48.1 ml, 48.1 mmol) was added to a solution of 2-methoxy ethanol (1.68 g, 21.88 mmol) in THF (90 ml) at room temperature. After 2 minutes 6-amino-4-fluoronicotinonitrile (intermediate 21, 3.00 g, 21.9 mmol) was added and the reaction mixture stirred for 16 h at room temperature. The reaction mixture was partitioned between saturated aqueous NH4Cl and EtOAc, extracted with EtOAc (2×), the combined EtOAc layers were washed with brine, dried over MgSO4 and evaporate... The reactants are C(C1=CC=CC=C1)(C1=CC=CC=C1)N1CCN(CC1)CCCCl (4-benzhydryl-1-(3-chloropropyl)piperazine), O (water), N1C(=O)C(=O)C2=CC=CC=C12 (isatin), [H-].[Na+] (sodium hydride). Run in CN(C=O)C (N,N-dimethylformamide), CN(C=O)C (N,N-dimethylformamide). Run at time 10 minute. Yields the product Cl.Cl.C(C1=CC=CC=C1)(C1=CC=CC=C1)N1CCN(CC1)CCCN1C(=O)C(=O)C2=CC=CC=C12 (1-[3-(4-benzhydryl-1-piperazinyl)propyl]isatin dihydrochloride). Isolated yield 55.3%. RXN SMILES: [NH:1]1[C:11]2[C:6](=[CH:7][CH:8]=[CH:9][CH:10]=2)[C:4](=[O:5])[C:2]1=[O:3].[H-].[Na+].[CH:14]([N:27]1[CH2:32][CH2:31][N:30]([CH2:33][CH2:34][CH2:35][Cl:36])[CH2:29][CH2:28]1)([C:21]1[CH:26]=[CH:25][CH:24]=[CH:23][CH:22]=1)[C:15]1[CH:20]=[CH:19][CH:18]=[CH:17][CH:16]=1.O>CN(C)C=O>[ClH:36].[ClH:36].[CH:14]([N:27]1[CH2:28][CH2:29][N:30]([CH2:33][CH2:34][CH2:35][N:1]2[C:11]3[C:6](=[CH:7][CH:8]=[CH:9][CH:10]=3)[C:4](=[O:5])[C:2]2=[O:3])[CH2:31][CH2:32]1)([C:21]1[CH:26]=[CH:25][CH:24]=[CH:23][CH:22]=1)[C:15]1[CH:20]=[CH:19][CH:18]=[CH:17][CH:16]=1 |f:1.2,6.7.8|. Procedure: A mixture of isatin (1.32 g) and 50% sodium hydride (0.44 g) in N,N-dimethylformamide (13 ml) was stirred for 10 minutes at ambient temperature. To the mixture was added a solution of 4-benzhydryl-1-(3-chloropropyl)piperazine (3.04 g) in N,N-dimethylformamide (6 ml) and the mixture was stirred for 2.5 hours at 50° to 60° C. The reaction mixture was poured into water (150 ml) and extracted with ethyl acetate. The extract was washed with water, dried over anhydrous magnesium sulfate and evaporated...